This data is from the Open Reaction Database (ORD), a public repository of structured organic reaction records. The task is: describe an organic reaction: reactants, conditions, products, and yield Reactants: C(C)[C@]12C(CC[C@H]2C2=C(CC1)C=1C=CC(=CC1CC2)OC)=O (13β-ethyl-3-methoxygona-1,3,5(10),8-tetraen-17-one), [BH4-].[Na+] (sodium borohydride), C(C)(=O)O (acetic acid). Run in CO (methanol). Product: C(C)[C@]12[C@H](CC[C@H]2C2=C(CC1)C=1C=CC(=CC1CC2)OC)O (13β-Ethyl-3-methoxygona-1,3,5(10),8-tetraen-17β-ol). As a reaction SMILES: [CH2:1]([C@:3]12[CH2:11][CH2:10][C:9]3[C:12]4[CH:13]=[CH:14][C:15]([O:20][CH3:21])=[CH:16][C:17]=4[CH2:18][CH2:19][C:8]=3[C@@H:7]1[CH2:6][CH2:5][C:4]2=[O:22])[CH3:2].[BH4-].[Na+].C(O)(=O)C>CO>[CH2:1]([C@:3]12[CH2:11][CH2:10][C:9]3[C:12]4[CH:13]=[CH:14][C:15]([O:20][CH3:21])=[CH:16][C:17]=4[CH2:18][CH2:19][C:8]=3[C@@H:7]1[CH2:6][CH2:5][C@@H:4]2[OH:22])[CH3:2] |f:1.2|. Procedure details: Add 13β-ethyl-3-methoxygona-1,3,5(10),8-tetraen-17-one (16.8 g.) to a solution of sodium borohydride (6 g.) in methanol (500 cc.), swirl the mixture which boils spontaneously. When all the material has been added and the reaction has subsided, add acetic acid (15 cc.). Reduce the mixture in volume by evaporation of most of the solvent, add water and extract the product with ether. Evapoate the washed and dried extracts to obtain crude crystalline product (16.8 g.), m.p. 102°-5° on recrystallizat... Starting materials: N([C@H](CCCCNC(=O)OC(C)(C)C)C(=O)O)C(=O)OCC1C2=CC=CC=C2C2=CC=CC=C12 (Fmoc-D-Lys(Boc)-OH), N[C@@H](CC(C)C)C(=O)N[C@@H](CC(C)C)C(=O)OCC1=CC=CC=C1 (Leu-Leu-OBzl), CCN=C=NCCCN(C)C.Cl (EDC HCl). Conditions: time 8 hour. Yield: 86.0%. Procedure details: The obtained wet crystals of Leu-Leu-OBzl (2-MeO-4-OC12OC22) were dissolved in chloroform (13 mL), Fmoc-D-Lys(Boc)-OH (481 mg, 1.03 mmol) and HOBt (13.9 mg, 103 μmol) were added at room temperature, and EDC HCl (216 mg, 1.13 mmol) was further added under ice-cooling. The mixture was warmed to room temperature, stirred overnight and concentrated under reduced pressure. The residue was precipitated with methanol (10 mL) to give Fmoc-D-Lys (Boc)-Leu-Leu-OBzl (2-MeO-4-OC12OC22) (1.14 g, 86% yield re... The solvent is C(Cl)(Cl)Cl (chloroform). As a reaction SMILES: [NH2:1][C@H:2]([C:7]([NH:9][C@H:10]([C:15]([O:17][CH2:18][C:19]1[CH:24]=[CH:23][CH:22]=[CH:21][CH:20]=1)=[O:16])[CH2:11][CH:12]([CH3:14])[CH3:13])=[O:8])[CH2:3][CH:4]([CH3:6])[CH3:5].[NH:25]([C:42]([O:44][CH2:45][CH:46]1[C:58]2[C:53](=[CH:54][CH:55]=[CH:56][CH:57]=2)[C:52]2[C:47]1=[CH:48][CH:49]=[CH:50][CH:51]=2)=[O:43])[C@@H:26]([C:39]([OH:41])=[O:40])[CH2:27][CH2:28][CH2:29][CH2:30][NH:31][C:32]([O:34][C:35]([CH3:38])([CH3:37])[CH3:36])=[O:33].CCN=C=NCCCN(C)C.Cl>C(Cl)(Cl)Cl.C1C=CC2N(O)N=NC=2C=1>[CH3:38][C:35]([O:34][C:32]([NH:31][CH2:30][CH2:29][CH2:28][CH2:27][C@@H:26]([NH:25][C:42]([O:44][CH2:45][CH:46]1[C:47]2[C:52](=[CH:51][CH:50]=[CH:49][CH:48]=2)[C:53]2[C:58]1=[CH:57][CH:56]=[CH:55][CH:54]=2)=[O:43])[C:39]([OH:41])=[O:40])=[O:33])([CH3:36])[CH3:37].[NH2:1][C@H:2]([C:7]([NH:9][C@H:10]([C:15]([O:17][CH2:18][C:19]1[CH:24]=[CH:23][CH:22]=[CH:21][CH:20]=1)=[O:16])[CH2:11][CH:12]([CH3:13])[CH3:14])=[O:8])[CH2:3][CH:4]([CH3:5])[CH3:6] |f:2.3,6.7|. The product is CC(C)(C)OC(=O)NCCCC[C@H](C(=O)O)NC(=O)OCC1C2=CC=CC=C2C3=CC=CC=C13.N[C@@H](CC(C)C)C(=O)N[C@@H](CC(C)C)C(=O)OCC1=CC=CC=C1 (Fmoc-D-Lys (Boc) Leu-Leu-OBzl). The reagents and catalysts are C=1C=CC2=C(C1)N=NN2O (HOBt). Starting materials: Compound 46, CC([C@@H](C(=O)OC(C)(C)C)NC(=O)OC1CCOCC1)C ((S)-tert-butyl 3-methyl-2-((tetrahydro-2H-pyran-4-yloxy)carbonylamino)butanoate), Cl (HCl), O1CCOCC1 (dioxane). Conditions: time 3 hour. Product: CC([C@@H](C(=O)O)NC(=O)OC1CCOCC1)C ((S)-3-methyl-2-((tetrahydro-2H-pyran-4-yloxy)carbonylamino)butanoic acid). The yield is 99.1%. Reaction SMILES: [CH3:1][CH:2]([CH3:21])[C@H:3]([NH:11][C:12]([O:14][CH:15]1[CH2:20][CH2:19][O:18][CH2:17][CH2:16]1)=[O:13])[C:4]([O:6]C(C)(C)C)=[O:5].Cl.O1CCOCC1>>[CH3:1][CH:2]([CH3:21])[C@H:3]([NH:11][C:12]([O:14][CH:15]1[CH2:20][CH2:19][O:18][CH2:17][CH2:16]1)=[O:13])[C:4]([OH:6])=[O:5]. Reported procedure: To a Compound 46 (S)-tert-butyl 3-methyl-2-((tetrahydro-2H-pyran-4-yloxy)carbonylamino)butanoate (0.21 g, 0.697 mmol) was added HCl in dioxane (15 mL, 60.0 mmol) and the mixture was stirred at room temperature under nitrogen for three hours. The reaction was done and concentrated under reduced pressure to provide F47 (S)-3-methyl-2-((tetrahydro-2H-pyran-4-yloxy)carbonylamino)butanoic acid (0.1694 g, 0.691 mmol, 100% yield) as a clear wax. The reactants are Br, COc1ccc2ncc(CC(N)C(=O)O)cc2c1, [Na+], [OH-]. Product: NC(Cc1cnc2ccc(O)cc2c1)C(=O)O. Reaction SMILES: [BrH:19].[CH3:1][O:2][c:3]1[cH:4][c:5]2[cH:6][c:7]([CH2:13][CH:14]([NH2:15])[C:16](=[O:17])[OH:18])[cH:8][n:9][c:10]2[cH:11][cH:12]1.[Na+:21].[OH-:20]>>[OH:2][c:3]1[cH:4][c:5]2[cH:6][c:7]([CH2:13][CH:14]([NH2:15])[C:16](=[O:17])[OH:18])[cH:8][n:9][c:10]2[cH:11][cH:12]1. Starting materials: [F-].C(CCC)[N+](CCCC)(CCCC)CCCC (Tetrabutylammonium fluoride), C(C)(C)[Si](N1C=C(C=C1)C1CCN(CC1)S(=O)(=O)N1[C@H](CCCC1)C(=O)OC)(C(C)C)C(C)C (methyl 1-[4-(1-triisopropylsilylpyrrol-3-yl)piperidine-1-sulfonyl]piperidine-2-(R)-carboxylate). Solvent: O1CCCC1 (tetrahydrofuran), C(C)(=O)OCC (ethyl acetate). Conditions: time 30 minute. Product: N1C=C(C=C1)C1CCN(CC1)S(=O)(=O)N1[C@H](CCCC1)C(=O)OC (methyl 1-[4-(pyrrol-3-yl)piperidine-1-sulfonyl]piperidine-2-(R)-carboxylate). Yield: 31.0%. Reaction SMILES: [F-].C([N+](CCCC)(CCCC)CCCC)CCC.C([Si](C(C)C)(C(C)C)[N:23]1[CH:27]=[CH:26][C:25]([CH:28]2[CH2:33][CH2:32][N:31]([S:34]([N:37]3[CH2:42][CH2:41][CH2:40][CH2:39][C@@H:38]3[C:43]([O:45][CH3:46])=[O:44])(=[O:36])=[O:35])[CH2:30][CH2:29]2)=[CH:24]1)(C)C>O1CCCC1.C(OCC)(=O)C>[NH:23]1[CH:27]=[CH:26][C:25]([CH:28]2[CH2:29][CH2:30][N:31]([S:34]([N:37]3[CH2:42][CH2:41][CH2:40][CH2:39][C@@H:38]3[C:43]([O:45][CH3:46])=[O:44])(=[O:36])=[O:35])[CH2:32][CH2:33]2)=[CH:24]1 |f:0.1|. Procedure details: Tetrabutylammonium fluoride (2.45 ml, 2.45 mmol) was added to a solution of methyl 1-[4-(1-triisopropylsilylpyrrol-3-yl)piperidine-1-sulfonyl]piperidine-2-(R)-carboxylate (2.5 g, 4.89 mmol) [prepared as described in Step 2 above] in tetrahydrofuran (48 ml) at 0° C. After 30 min., the reaction mixture was diluted with ethyl acetate, washed with water, brine, dried over MgSO4, and concentrated in vacuo. The residue was chromatographed (SiO2, 15-40% ethyl acetate/hexanes) to yield methyl 1-[4-(pyrr...